This data is from the Open Reaction Database (ORD), a public repository of structured organic reaction records. The task is: describe an organic reaction: reactants, conditions, products, and yield The yield is 84.4%. RXN SMILES: [I:1][C:2]1[CH:3]=[C:4]([NH:8][C:9]([NH:11][CH2:12][C:13]([O:15]CC)=O)=[O:10])[CH:5]=[CH:6][CH:7]=1.[H-].[Na+].Cl>CN(C=O)C>[I:1][C:2]1[CH:3]=[C:4]([N:8]2[C:13](=[O:15])[CH2:12][NH:11][C:9]2=[O:10])[CH:5]=[CH:6][CH:7]=1 |f:1.2|. Yields the product IC=1C=C(C=CC1)N1C(NCC1=O)=O (3-(3-Iodophenyl)imidazolidine-2,4-dione). Run at time 8 hour. Procedure details: A solution of ethyl N-{[(3-iodophenyl)amino]carbonyl}glycinate (9.42 g) in DMF (60 ml) was treated with sodium hydride (60% oil dispersion, 1.2 g) at 20° C. After 2 h the reaction mixture was treated with aqueous 2M HCl (200 ml) and stirred overnight. The solid was collected by filtration, washed with water and dried to give the title compound (6.9 g) LCMS RT=2.45 min. Reactants: IC=1C=C(C=CC1)NC(=O)NCC(=O)OCC (ethyl N-{[(3-iodophenyl)amino]carbonyl}glycinate), [H-].[Na+] (sodium hydride), Cl (HCl). Solvent: CN(C)C=O (DMF). The product is CN(C(=O)N(CCCl)N=O)C1OC(CO)C(O)C(O)C1O. Starting materials: O=CO, CN(C(=O)NCCCl)C1OC(CO)C(O)C(O)C1O, O=N[O-], [Na+]. RXN SMILES: [CH:24]([OH:25])=[O:26].[Cl:1][CH2:2][CH2:3][NH:4][C:5](=[O:6])[N:7]([CH:8]1[CH:9]([OH:10])[CH:11]([OH:12])[CH:13]([OH:14])[CH:15]([CH2:17][OH:18])[O:16]1)[CH3:19].[N:20](=[O:21])[O-:22].[Na+:23]>>[Cl:1][CH2:2][CH2:3][N:4]([C:5](=[O:6])[N:7]([CH:8]1[CH:9]([OH:10])[CH:11]([OH:12])[CH:13]([OH:14])[CH:15]([CH2:17][OH:18])[O:16]1)[CH3:19])[N:20]=[O:21]. Reactants: C(C)OC(=O)C=1C(=C2C(=CN1)N(C(=C2)C2=CC=C(C=C2)F)C2=CC=CC=C2)O (2-(4-fluoro-phenyl)-4-hydroxy-1-phenyl-1H-pyrrolo[2,3-c]pyridine-5-carboxylic acid ethyl ester), C(C)OC(=O)C=1C(=C2C(=CN1)N(C(=C2Br)C2=CC=C(C=C2)F)C2=CC=C(C=C2)OC)O (3-bromo-2-(4-fluoro-phenyl)-4-hydroxy-1-(4-methoxy-phenyl)-1H-pyrrolo[2,3-c]pyridine-5-carboxylic acid ethyl ester). The product is C(C)OC(=O)C=1C(=C2C(=CN1)N(C(=C2)C2=CC=C(C=C2)F)C2=CC=C(C=C2)OC)O (2-(4-Fluoro-phenyl)-4-hydroxy-1-(4-methoxy-phenyl)-1H-pyrrolo[2,3-c]pyridine-5-carboxylic acid ethyl ester). RXN SMILES: C(OC(C1C(O)=C2C=C(C3C=CC(F)=CC=3)N(C3C=CC=CC=3)C2=CN=1)=O)C.[CH2:29]([O:31][C:32]([C:34]1[C:35]([OH:59])=[C:36]2[C:42](Br)=[C:41]([C:44]3[CH:49]=[CH:48][C:47]([F:50])=[CH:46][CH:45]=3)[N:40]([C:51]3[CH:56]=[CH:55][C:54]([O:57][CH3:58])=[CH:53][CH:52]=3)[C:37]2=[CH:38][N:39]=1)=[O:33])[CH3:30]>>[CH2:29]([O:31][C:32]([C:34]1[C:35]([OH:59])=[C:36]2[CH:42]=[C:41]([C:44]3[CH:45]=[CH:46][C:47]([F:50])=[CH:48][CH:49]=3)[N:40]([C:51]3[CH:56]=[CH:55][C:54]([O:57][CH3:58])=[CH:53][CH:52]=3)[C:37]2=[CH:38][N:39]=1)=[O:33])[CH3:30]. Reported procedure: Prepared in analogy to that of 2-(4-fluoro-phenyl)-4-hydroxy-1-phenyl-1H-pyrrolo[2,3-c]pyridine-5-carboxylic acid ethyl ester from 3-bromo-2-(4-fluoro-phenyl)-4-hydroxy-1-(4-methoxy-phenyl)-1H-pyrrolo[2,3-c]pyridine-5-carboxylic acid ethyl ester. The title compound, ESI MS (m/z): 407 (M+H+). Reactants: CC(=O)OC(C)=O, CCn1c(-c2nonc2N)nc2c(CO)ncc(Br)c21. Product: CCn1c(-c2nonc2N)nc2c(COC(C)=O)ncc(Br)c21. RXN SMILES: [CH3:21][C:22](=[O:23])[O:24][C:25](=[O:26])[CH3:27].[NH2:1][c:2]1[c:3](-[c:7]2[n:8]([CH2:19][CH3:20])[c:9]3[c:10]([c:11]([CH2:16][OH:17])[n:12][cH:13][c:14]3[Br:15])[n:18]2)[n:4][o:5][n:6]1>>[NH2:1][c:2]1[c:3](-[c:7]2[n:8]([CH2:19][CH3:20])[c:9]3[c:10]([c:11]([CH2:16][O:17][C:22]([CH3:21])=[O:23])[n:12][cH:13][c:14]3[Br:15])[n:18]2)[n:4][o:5][n:6]1. The product is C(C1=CC=CC=C1)N(C1=C(C=C(C(=C1)C)I)C)CC1=CC=CC=C1 (dibenzyl-(4-iodo-2,5-dimethylphenyl)amine). Conditions: time 1 hour. Run in C1(=CC=CC=C1)C (toluene). Reactants: [OH-].[Na+] (sodium hydroxide), Cl.C(C1=CC=CC=C1)N(C1=C(C=C(C(=C1)C)I)C)CC1=CC=CC=C1 (dibenzyl-(4-iodo-2,5-dimethylphenyl)amine hydrochloride). Procedure: The dibenzyl-(4-iodo-2,5-dimethylphenyl)amine hydrochloride was transferred to a 3 L flask and toluene (1 L) and 1 M aqueous sodium hydroxide (1 L) were added. The resulting mixture was stirred for 1 hour and then the layers were separated. The organic layer was washed with dilute brine (500 mL) and the solvent was removed by rotoevaporation to provide dibenzyl-(4-iodo-2,5-dimethylphenyl)amine (80 g) as a semi-solid thick oil. (Alternatively, dichloromethane can be used in place of toluene in th... As a reaction SMILES: Cl.[CH2:2]([N:9]([CH2:19][C:20]1[CH:25]=[CH:24][CH:23]=[CH:22][CH:21]=1)[C:10]1[CH:15]=[C:14]([CH3:16])[C:13]([I:17])=[CH:12][C:11]=1[CH3:18])[C:3]1[CH:8]=[CH:7][CH:6]=[CH:5][CH:4]=1.[OH-].[Na+]>C1(C)C=CC=CC=1>[CH2:19]([N:9]([CH2:2][C:3]1[CH:8]=[CH:7][CH:6]=[CH:5][CH:4]=1)[C:10]1[CH:15]=[C:14]([CH3:16])[C:13]([I:17])=[CH:12][C:11]=1[CH3:18])[C:20]1[CH:21]=[CH:22][CH:23]=[CH:24][CH:25]=1 |f:0.1,2.3|. The reactants are C=C(CNC(=O)OC(C)(C)C)c1c(-c2ccccc2)c(C)c(C#N)c2nc(C3CC3)oc12, C=CCBr, CN(C)C=O, [H-], [Na+], O=C(O)CC(O)(CC(=O)O)C(=O)O. The product is C=CCN(CC(=C)c1c(-c2ccccc2)c(C)c(C#N)c2nc(C3CC3)oc12)C(=O)OC(C)(C)C. RXN SMILES: [C:1](#[N:2])[c:3]1[c:4]([CH3:32])[c:5](-[c:26]2[cH:27][cH:28][cH:29][cH:30][cH:31]2)[c:6]([C:15]([CH2:16][NH:17][C:18]([O:19][C:20]([CH3:21])([CH3:22])[CH3:23])=[O:24])=[CH2:25])[c:7]2[c:8]1[n:9][c:10]([CH:12]1[CH2:13][CH2:14]1)[o:11]2.[CH2:33]([CH:34]=[CH2:35])[Br:36].[CH3:52][N:53]([CH3:54])[CH:55]=[O:56].[H-:37].[Na+:38].[OH:39][C:40]([CH2:41][C:42]([C:43](=[O:44])[OH:45])([CH2:46][C:47](=[O:48])[OH:49])[OH:50])=[O:51]>>[C:1](#[N:2])[c:3]1[c:4]([CH3:32])[c:5](-[c:26]2[cH:27][cH:28][cH:29][cH:30][cH:31]2)[c:6]([C:15]([CH2:16][N:17]([C:18]([O:19][C:20]([CH3:21])([CH3:22])[CH3:23])=[O:24])[CH2:35][CH:34]=[CH2:33])=[CH2:25])[c:7]2[c:8]1[n:9][c:10]([CH:12]1[CH2:13][CH2:14]1)[o:11]2. Starting materials: BrCC=1C(=CC(=CC1)Cl)C(=O)OCC (Ethyl α-Bromo-4-chloro-o-toluate), C[O-].[Na+] (sodium methoxide). The solvent is CO (methanol). Yields the product COC(=O)C=1C(=CC=C(C1)Cl)COC (Methyl-4-chloro-α-methoxy-o-toluate). Reaction SMILES: Br[CH2:2][C:3]1[C:4]([C:10]([O:12][CH2:13]C)=[O:11])=[CH:5][C:6]([Cl:9])=[CH:7][CH:8]=1.[CH3:15][O-:16].[Na+]>CO>[CH3:13][O:12][C:10]([C:4]1[C:3]([CH2:2][O:16][CH3:15])=[CH:8][CH:7]=[C:6]([Cl:9])[CH:5]=1)=[O:11] |f:1.2|. Reported procedure: Ethyl α-Bromo-4-chloro-o-toluate (26.4 g.) is added to a solution (10°) of sodium methoxide (5.4 g.) in 110 ml. of methanol. When the addition is complete, the mixture is refluxed for two hours, then cooled and concentrated in vacuo. The oily residue is partioned between ether-water. The ether layer is separated and dried. Removal of the drying agent and concentration of the filtrate in vacuo leaves 17.3 g. of a white solid. A sample of the product recrystallized from methanol had mp 44°-45°. Reactants: C(#N)NC(SC)=NCCSCC=1OC2=C(C1)C=CC(=C2)CN(C)C (N-cyano-N'-[2-(6-dimethylaminomethyl-2-benzofuranylmethylthio)ethyl]-S-methylisothiourea), CN (methylamine). Run in C(C)O (ethanol). Conditions: time 3 hour. Yields the product C(#N)NC(=NC)NCCSCC=1OC2=C(C1)C=CC(=C2)CN(C)C (N-cyano-N'-[2-(6-dimethylaminomethyl-2-benzofuranylmethylthio)ethyl]-N"-methylguanidine). Yield: 84.0%. Reaction SMILES: [C:1]([NH:3][C:4](=[N:7][CH2:8][CH2:9][S:10][CH2:11][C:12]1[O:13][C:14]2[CH:20]=[C:19]([CH2:21][N:22]([CH3:24])[CH3:23])[CH:18]=[CH:17][C:15]=2[CH:16]=1)SC)#[N:2].[CH3:25][NH2:26]>C(O)C>[C:1]([NH:3][C:4]([NH:7][CH2:8][CH2:9][S:10][CH2:11][C:12]1[O:13][C:14]2[CH:20]=[C:19]([CH2:21][N:22]([CH3:24])[CH3:23])[CH:18]=[CH:17][C:15]=2[CH:16]=1)=[N:26][CH3:25])#[N:2]. Procedure: A solution of N-cyano-N'-[2-(6-dimethylaminomethyl-2-benzofuranylmethylthio)ethyl]-S-methylisothiourea (8.8 g., 0.024 mole) and methylamine (31 g.) in ethanol (90 ml.) is allowed to stand at room temperature for 3 hours. The solvent is evaporated at reduced pressure. The residual oil gradually crystallizes, m.p. 62°-65° C. Two crystallizations of this product from acetonitrile-ether gives 7.0 g, (84%) of N-cyano-N'-[2-(6-dimethylaminomethyl-2-benzofuranylmethylthio)ethyl]-N"-methylguanidine as w... Reactants: O=C([O-])[O-], CC(=O)Cl, O=C(c1cccc(C(F)(F)F)c1)C1CCNCC1, [Na+], [Na+], c1ccccc1. The product is CC(=O)N1CCC(C(=O)c2cccc(C(F)(F)F)c2)CC1. RXN SMILES: [C:19](=[O:20])([O-:21])[O-:22].[CH3:25][C:26]([Cl:27])=[O:28].[F:1][C:2]([c:3]1[cH:4][c:5]([C:6](=[O:7])[CH:8]2[CH2:9][CH2:10][NH:11][CH2:12][CH2:13]2)[cH:14][cH:15][cH:16]1)([F:17])[F:18].[Na+:23].[Na+:24].[cH:29]1[cH:30][cH:31][cH:32][cH:33][cH:34]1>>[F:1][C:2]([c:3]1[cH:4][c:5]([C:6](=[O:7])[CH:8]2[CH2:9][CH2:10][N:11]([C:26]([CH3:25])=[O:28])[CH2:12][CH2:13]2)[cH:14][cH:15][cH:16]1)([F:17])[F:18].